This data is from the Open Reaction Database (ORD), a public repository of structured organic reaction records. The task is: describe an organic reaction: reactants, conditions, products, and yield The reactants are CN1C(=NC(=CC1=O)N1CCOCC1)CC(=O)[O-].[Na+] (sodium [1-methyl-4-(morpholin-4-yl)-6-oxo-1,6-dihydropyrimidin-2-yl]acetate), COC1=C2CCNC2=CC=C1 (4-methoxyindoline), Cl.CN(CCCN=C=NCC)C (N-[3-(dimethylamino)propyl]-N′-ethylcarbodiimide hydrochloride). Solvent: N1=CC=CC=C1 (pyridine), CN(C=O)C (N,N-dimethylformamide). The product is COC1=C2CCN(C2=CC=C1)C(CC1=NC(=CC(N1C)=O)N1CCOCC1)=O (2-[2-(4-methoxy-2,3-dihydro-1H-indol-1-yl)-2-oxoethyl]-3-methyl-6-(morpholin-4-yl)pyrimidin-4(3H)-one). The yield is 27.9%. RXN SMILES: [CH3:1][N:2]1[C:7](=[O:8])[CH:6]=[C:5]([N:9]2[CH2:14][CH2:13][O:12][CH2:11][CH2:10]2)[N:4]=[C:3]1[CH2:15][C:16]([O-:18])=O.[Na+].[CH3:20][O:21][C:22]1[CH:30]=[CH:29][CH:28]=[C:27]2[C:23]=1[CH2:24][CH2:25][NH:26]2.Cl.CN(C)CCCN=C=NCC>N1C=CC=CC=1.CN(C)C=O>[CH3:20][O:21][C:22]1[CH:30]=[CH:29][CH:28]=[C:27]2[C:23]=1[CH2:24][CH2:25][N:26]2[C:16](=[O:18])[CH2:15][C:3]1[N:2]([CH3:1])[C:7](=[O:8])[CH:6]=[C:5]([N:9]2[CH2:10][CH2:11][O:12][CH2:13][CH2:14]2)[N:4]=1 |f:0.1,3.4|. Procedure: The product is prepared according to the procedure described in example 68, using 275 mg of sodium [1-methyl-4-(morpholin-4-yl)-6-oxo-1,6-dihydropyrimidin-2-yl]acetate, 298 mg of 4-methoxyindoline and 254 mg of N-[3-(dimethylamino)propyl]-N′-ethylcarbodiimide hydrochloride in a mixture of 161 μl of pyridine and 4.0 ml of N,N-dimethylformamide. 107 mg of 2-[2-(4-methoxy-2,3-dihydro-1H-indol-1-yl)-2-oxoethyl]-3-methyl-6-(morpholin-4-yl)pyrimidin-4(3H)-one are obtained in the form of a salmon pink ... The reactants are C(=O)(OC(C)(C)C)N1[C@@H](CNCC1)C ((R)-1-Boc-2-methylpiperazine), C(C)(=O)O[BH-](OC(C)=O)OC(C)=O.[Na+] (sodium triacetoxyborohydride), CC(=O)C (acetone), C(C)(=O)O (acetic acid). The solvent is CN(C)C=O (DMF), O (water). Run at temperature 60 celsius. Product: C(=O)(OC(C)(C)C)N1[C@H](CN(CC1)C(C)C)C ((S)-1-Boc-2-methyl-4-isopropylpiperazine). Reaction SMILES: [C:1]([N:8]1[CH2:13][CH2:12][NH:11][CH2:10][C@H:9]1[CH3:14])([O:3][C:4]([CH3:7])([CH3:6])[CH3:5])=[O:2].C(O[BH-](OC(=O)C)OC(=O)C)(=O)C.[Na+].[CH3:29][C:30]([CH3:32])=O.C(O)(=O)C>CN(C=O)C.O>[C:1]([N:8]1[CH2:13][CH2:12][N:11]([CH:30]([CH3:32])[CH3:29])[CH2:10][C@@H:9]1[CH3:14])([O:3][C:4]([CH3:7])([CH3:6])[CH3:5])=[O:2] |f:1.2|. Reported procedure: To (R)-1-Boc-2-methylpiperazine (200.0 mg, 0.999 mmol) and sodium triacetoxyborohydride (444.5 mg, 2.097 mmol) in DMF (5 mL) was added acetone (116 mg, 0.147 mL, 1.997 mmol) and acetic acid (90.0 mg, 86 μL, 1.498 mmol). The reaction mixture was heated at 60° C. for 1 h. The reaction mixture was diluted with water and extracted three times with diethyl ether. The combined organics were dried over sodium sulfate, filtered, concentrated, and used without further purification. LCMS-ESI+: calc'd for ... Starting materials: ClC1=C(C=CC=C1)N1C(=NN(C1=O)C)C1=CC2=C(C3=C(OCC2)C=C(C=C3)C(=O)O)S1 (2-(4-(2-chlorophenyl)-1-methyl-5-oxo-4,5-dihydro-1H-1,2,4-triazol-3-yl)-4,5-dihydrobenzo[b]thieno[2,3-d]oxepine-8-carboxylic acid), O=S(Cl)Cl (SOCl2). Product: ClC1=C(C=CC=C1)N1C(=NN(C1=O)C)C1=CC2=C(C3=C(OCC2)C=C(C=C3)C(=O)Cl)S1 (2-(4-(2-chlorophenyl)-1-methyl-5-oxo-4,5-dihydro-1H-1,2,4-triazol-3-yl)-4,5-dihydrobenzo[b]thieno[2,3-d]oxepine-8-carbonyl chloride). RXN SMILES: [Cl:1][C:2]1[CH:7]=[CH:6][CH:5]=[CH:4][C:3]=1[N:8]1[C:12](=[O:13])[N:11]([CH3:14])[N:10]=[C:9]1[C:15]1[S:31][C:18]2[C:19]3[CH:27]=[CH:26][C:25]([C:28]([OH:30])=O)=[CH:24][C:20]=3[O:21][CH2:22][CH2:23][C:17]=2[CH:16]=1.O=S(Cl)[Cl:34]>>[Cl:1][C:2]1[CH:7]=[CH:6][CH:5]=[CH:4][C:3]=1[N:8]1[C:12](=[O:13])[N:11]([CH3:14])[N:10]=[C:9]1[C:15]1[S:31][C:18]2[C:19]3[CH:27]=[CH:26][C:25]([C:28]([Cl:34])=[O:30])=[CH:24][C:20]=3[O:21][CH2:22][CH2:23][C:17]=2[CH:16]=1. Procedure details: A solution of 2-(4-(2-chlorophenyl)-1-methyl-5-oxo-4,5-dihydro-1H-1,2,4-triazol-3-yl)-4,5-dihydrobenzo[b]thieno[2,3-d]oxepine-8-carboxylic acid (300 mg, 0.66 mmol) in 10 mL of SOCl2 was heated at 80° C. for 3 h. Concentration gave the crude acid chloride, 2-(4-(2-chlorophenyl)-1-methyl-5-oxo-4,5-dihydro-1H-1,2,4-triazol-3-yl)-4,5-dihydrobenzo[b]thieno[2,3-d]oxepine-8-carbonyl chloride which was slowly added (ca. 312 mg, ca. 0.66 mmol in 10 mL of THF), to a solution of NH3 (saturated solution in ... Reactants: [OH-].[Na+] (Sodium hydroxide), [N+](=O)([O-])C1=CC=C(OC(C(=O)OC)(C)C)C=C1 (Methyl 2-(4-nitrophenoxy)isobutyrate), Cl (HCl). Solvent: O (water), CO (methanol). Run at time 30 minute. Product: [N+](=O)([O-])C1=CC=C(OC(C(=O)O)(C)C)C=C1 (2-(4-nitrophenoxy)isobutyric acid). As a reaction SMILES: [N+:1]([C:4]1[CH:17]=[CH:16][C:7]([O:8][C:9]([CH3:15])([CH3:14])[C:10]([O:12]C)=[O:11])=[CH:6][CH:5]=1)([O-:3])=[O:2].[OH-].[Na+].Cl>CO.O>[N+:1]([C:4]1[CH:5]=[CH:6][C:7]([O:8][C:9]([CH3:15])([CH3:14])[C:10]([OH:12])=[O:11])=[CH:16][CH:17]=1)([O-:3])=[O:2] |f:1.2|. Reported procedure: Methyl 2-(4-nitrophenoxy)isobutyrate was dissolved in methanol (50 mL) and water (50 mL). Sodium hydroxide (5 g) was added. The solution was stirred at rt for 30 min, then acidified with 1N HCl aq. to pH ˜3. The aq. Solution was extracted with ethyl acetate (2×100 mL). The organic layers were evaporated to give 2-(4-nitrophenoxy)isobutyric acid. The reactants are C(C)OC(CC=1C(=NN(C1)CCC1=CC=C(C=C1)OCC1=CC=CC=C1)C1=CC=CC=C1)=O (ethyl(1-[2-(4-benzyloxyphenyl)ethyl]-3-phenyl-1H-pyrazol-4-yl)acetate), O1CCCC1 (tetrahydrofuran). The reagents and catalysts are [C].[Pd] (palladium-carbon). Run in C(C)O (ethanol). Conditions: time 3 hour. Yields the product OC1=CC=C(C=C1)CCN1N=C(C(=C1)CC(=O)OCC)C1=CC=CC=C1 (ethyl [1-[2-(4-hydroxyphenyl)ethyl]-3-phenyl-1H-pyrazol-4-yl]acetate). Isolated yield 62.9%. Reaction SMILES: [CH2:1]([O:3][C:4](=[O:33])[CH2:5][C:6]1[C:7]([C:27]2[CH:32]=[CH:31][CH:30]=[CH:29][CH:28]=2)=[N:8][N:9]([CH2:11][CH2:12][C:13]2[CH:18]=[CH:17][C:16]([O:19]CC3C=CC=CC=3)=[CH:15][CH:14]=2)[CH:10]=1)[CH3:2].O1CCCC1>[C].[Pd].C(O)C>[OH:19][C:16]1[CH:17]=[CH:18][C:13]([CH2:12][CH2:11][N:9]2[CH:10]=[C:6]([CH2:5][C:4]([O:3][CH2:1][CH3:2])=[O:33])[C:7]([C:27]3[CH:28]=[CH:29][CH:30]=[CH:31][CH:32]=3)=[N:8]2)=[CH:14][CH:15]=1 |f:2.3|. Reported procedure: A mixture of ethyl(1-[2-(4-benzyloxyphenyl)ethyl]-3-phenyl-1H-pyrazol-4-yl)acetate (800 mg), 5% palladium-carbon (1.50 g), tetrahydrofuran (20 ml), and ethanol (30 ml) was stirred for 3 hours at room temperature under a hydrogen atmosphere. After the palladium-carbon was removed by filtration, the filtrate was concentrated. The residue was subjected to silica gel column chromatography, and ethyl [1-[2-(4-hydroxyphenyl)ethyl]-3-phenyl-1H-pyrazol-4-yl]acetate (400 mg, yield: 63%) was obtained as a... Starting materials: C[C@@H](C(C)(C)C)NCC1=CC=C(S1)B(O)O ([5-({[(1S)-1,2,2-trimethylpropyl]amino}methyl)-2-thienyl]boronic acid), BrC=1C=C2C(=CNC2=C(C1)C(=O)N)C1CCN(CC1)S(=O)(=O)CC (5-bromo-3-[1-(ethylsulfonyl)-4-piperidinyl]-1H-indole-7-carboxamide), C(=O)([O-])[O-].[K+].[K+] (K2CO3). The reagents and catalysts are C=1C=CC(=CC1)[P](C=2C=CC=CC2)(C=3C=CC=CC3)[Pd]([P](C=4C=CC=CC4)(C=5C=CC=CC5)C=6C=CC=CC6)([P](C=7C=CC=CC7)(C=8C=CC=CC8)C=9C=CC=CC9)[P](C=1C=CC=CC1)(C=1C=CC=CC1)C=1C=CC=CC1 (tetrakis(triphenylphosphine)palladium(0)). Yields the product C(C)S(=O)(=O)N1CCC(CC1)C1=CNC2=C(C=C(C=C12)C=1SC(=CC1)CN[C@H](C(C)(C)C)C)C(=O)N (3-[1-(ethylsulfonyl)-4-piperidinyl]-5-[5-({[(1S)-1,2,2-trimethylpropyl]amino}methyl)-2-thienyl]-1H-indole-7-carboxamide). Isolated yield 12.0%. Reaction SMILES: [CH3:1][C@H:2]([NH:7][CH2:8][C:9]1[S:13][C:12](B(O)O)=[CH:11][CH:10]=1)[C:3]([CH3:6])([CH3:5])[CH3:4].Br[C:18]1[CH:19]=[C:20]2[C:24](=[C:25]([C:27]([NH2:29])=[O:28])[CH:26]=1)[NH:23][CH:22]=[C:21]2[CH:30]1[CH2:35][CH2:34][N:33]([S:36]([CH2:39][CH3:40])(=[O:38])=[O:37])[CH2:32][CH2:31]1.C([O-])([O-])=O.[K+].[K+]>C1C=CC([P]([Pd]([P](C2C=CC=CC=2)(C2C=CC=CC=2)C2C=CC=CC=2)([P](C2C=CC=CC=2)(C2C=CC=CC=2)C2C=CC=CC=2)[P](C2C=CC=CC=2)(C2C=CC=CC=2)C2C=CC=CC=2)(C2C=CC=CC=2)C2C=CC=CC=2)=CC=1>[CH2:39]([S:36]([N:33]1[CH2:32][CH2:31][CH:30]([C:21]2[C:20]3[C:24](=[C:25]([C:27]([NH2:29])=[O:28])[CH:26]=[C:18]([C:12]4[S:13][C:9]([CH2:8][NH:7][C@@H:2]([CH3:1])[C:3]([CH3:6])([CH3:5])[CH3:4])=[CH:10][CH:11]=4)[CH:19]=3)[NH:23][CH:22]=2)[CH2:35][CH2:34]1)(=[O:38])=[O:37])[CH3:40] |f:2.3.4,^1:50,52,71,90|. Procedure details: Following the general procedure of 5-(5-{[(2-ethylbutyl)amino]methyl}-2-thienyl)-3-[1-(ethylsulfonyl)-4-piperidinyl]-1H-indole-7-carboxamide, (5-formyl-2-thienyl)boronic acid (50 mg, 0.32 mmol), [(1S)-1,2,2-trimethylpropyl]amine (32 mg, 0.32 mmol), and NaCNBH3 (40 mg, 0.64 mmol) were reacted to give 30 mg of crude [5-({[(1S)-1,2,2-trimethylpropyl]amino}methyl)-2-thienyl]boronic acid. The crude [5-({[(1S)-1,2,2-trimethylpropyl]amino}methyl)-2-thienyl]boronic acid was then reacted with 5-bromo-3-[... The reactants are CNS(=O)(=O)c1cccc(Oc2ccc([N+](=O)[O-])cc2)c1, CCOC(C)=O. Product: CNS(=O)(=O)c1cccc(Oc2ccc(N)cc2)c1. RXN SMILES: [CH3:1][NH:2][S:3](=[O:4])(=[O:5])[c:6]1[cH:7][c:8]([O:12][c:13]2[cH:14][cH:15][c:16]([N+:19]([O-:20])=[O:21])[cH:17][cH:18]2)[cH:9][cH:10][cH:11]1.[CH3:22][CH2:23][O:24][C:25]([CH3:26])=[O:27]>>[CH3:1][NH:2][S:3](=[O:4])(=[O:5])[c:6]1[cH:7][c:8]([O:12][c:13]2[cH:14][cH:15][c:16]([NH2:19])[cH:17][cH:18]2)[cH:9][cH:10][cH:11]1.